From a dataset of the Open Reaction Database (ORD), a public repository of structured organic reaction records. describe an organic reaction: reactants, conditions, products, and yield The reactants are CCOc1c(Br)cc2c(c1Cl)C(C)(C)CCC2, CC(C)(C)OO, ClCCl, O=[Cr](=O)=O. Product: CCOc1c(Br)cc2c(c1Cl)C(C)(C)CCC2=O. Reaction SMILES: [Br:1][c:2]1[cH:3][c:4]2[c:9]([c:10]([Cl:15])[c:11]1[O:12][CH2:13][CH3:14])[C:8]([CH3:16])([CH3:17])[CH2:7][CH2:6][CH2:5]2.[C:25]([O:26][OH:27])([CH3:28])([CH3:29])[CH3:30].[Cl:22][CH2:23][Cl:24].[O:18]=[Cr:19](=[O:20])=[O:21]>>[Br:1][c:2]1[cH:3][c:4]2[c:9]([c:10]([Cl:15])[c:11]1[O:12][CH2:13][CH3:14])[C:8]([CH3:16])([CH3:17])[CH2:7][CH2:6][C:5]2=[O:18]. The reactants are CCCCOC(=O)c1nc(C)c2cc(Oc3ccc(F)cc3)ccc2c1O, CO, CC(N)C(=O)O. The product is Cc1nc(C(=O)NC(C)C(=O)O)c(O)c2ccc(Oc3ccc(F)cc3)cc12. RXN SMILES: [CH2:1]([O:2][C:6](=[O:7])[c:8]1[n:9][c:10]([CH3:27])[c:11]2[cH:12][c:13]([O:19][c:20]3[cH:21][cH:22][c:23]([F:26])[cH:24][cH:25]3)[cH:14][cH:15][c:16]2[c:17]1[OH:18])[CH2:3][CH2:4][CH3:5].[CH3:34][OH:35].[NH2:28][CH:29]([CH3:30])[C:31](=[O:32])[OH:33]>>[C:6](=[O:7])([c:8]1[n:9][c:10]([CH3:27])[c:11]2[cH:12][c:13]([O:19][c:20]3[cH:21][cH:22][c:23]([F:26])[cH:24][cH:25]3)[cH:14][cH:15][c:16]2[c:17]1[OH:18])[NH:28][CH:29]([CH3:30])[C:31](=[O:32])[OH:33]. Reaction SMILES: [CH2:4]([CH3:5])[C:6](=[CH:7][C:8]([CH:9]=[O:10])=[N:11][OH:12])[CH:13]([CH3:14])[N+:15](=[O:16])[O-:17].[CH3:22][OH:23].[CH:18]([Cl:19])([Cl:20])[Cl:21].[ClH:1].[NH2:2][OH:3]>>[N:2]([OH:3])=[CH:9][C:8]([CH:7]=[C:6]([CH2:4][CH3:5])[CH:13]([CH3:14])[N+:15](=[O:16])[O-:17])=[N:11][OH:12]. The product is CCC(=CC(C=NO)=NO)C(C)[N+](=O)[O-]. Starting materials: CCC(=CC(C=O)=NO)C(C)[N+](=O)[O-], CO, ClC(Cl)Cl, Cl, NO. The reactants are FC1=C(CO)C=CC=C1 (2-fluorobenzyl alcohol), Cl.NCC(CCC(=O)O)=O (5-amino-4-oxopentanoic acid hydrochloride). Run at time 27 hour. Product: Cl.NCC(CCC(=O)OCC1=C(C=CC=C1)F)=O (2-Fluorobenzyl 5-amino-4-oxopentanoate Hydrochloride). Reaction SMILES: [F:1][C:2]1[CH:9]=[CH:8][CH:7]=[CH:6][C:3]=1[CH2:4][OH:5].[ClH:10].[NH2:11][CH2:12][C:13](=[O:19])[CH2:14][CH2:15][C:16](O)=[O:17]>>[ClH:10].[NH2:11][CH2:12][C:13](=[O:19])[CH2:14][CH2:15][C:16]([O:5][CH2:4][C:3]1[CH:6]=[CH:7][CH:8]=[CH:9][C:2]=1[F:1])=[O:17] |f:1.2,3.4|. Procedure: From 2-fluorobenzyl alcohol (5.7 g; 45 mmol) and 5-amino-4-oxopentanoic acid hydrochloride (1.0 g; 6.0 mmol). The reaction was complete after 27 h at 100° C. The yield was 0.64 g (44%). Mp 91-94° C. (dec.) Reactants: CCCC[Sn](CCCC)(CCCC)C1=CC(=O)CCC1, ClCCl, NC(=O)c1cc(F)c(Cl)nc1Nc1ccc(N2CCOCC2)cc1, CN(C)C=O. Product: NC(=O)c1cc(F)c(C2=CC(=O)CCC2)nc1Nc1ccc(N2CCOCC2)cc1. Reaction SMILES: [CH2:25]([Sn:26]([CH2:27][CH2:28][CH2:29][CH3:37])([C:30]1=[CH:31][C:32](=[O:36])[CH2:33][CH2:34][CH2:35]1)[CH2:38][CH2:39][CH2:40][CH3:41])[CH2:42][CH2:43][CH3:44].[CH2:50]([Cl:51])[Cl:52].[Cl:1][c:2]1[n:3][c:4]([NH:12][c:13]2[cH:14][cH:15][c:16]([N:19]3[CH2:20][CH2:21][O:22][CH2:23][CH2:24]3)[cH:17][cH:18]2)[c:5]([C:6](=[O:7])[NH2:8])[cH:9][c:10]1[F:11].[O:45]=[CH:46][N:47]([CH3:48])[CH3:49]>>[c:2]1([C:30]2=[CH:31][C:32](=[O:36])[CH2:33][CH2:34][CH2:35]2)[n:3][c:4]([NH:12][c:13]2[cH:14][cH:15][c:16]([N:19]3[CH2:20][CH2:21][O:22][CH2:23][CH2:24]3)[cH:17][cH:18]2)[c:5]([C:6](=[O:7])[NH2:8])[cH:9][c:10]1[F:11]. Reactants: CC([C@H](C(=O)O)N1C(C2=CC(=CC=C2C1)C1=CC=C(C=C1)NC(=O)NC1=CC(=CC=C1)C(F)(F)F)=O)C ((R)-3-Methyl-2-(1-oxo-6-(4-(3-(3-(trifluoromethyl)phenyl)ureido)phenyl)iso indolin-2-yl)butanoic acid), O=C1N(CC2=CC=C(C=C12)C1=CC=C(C=C1)NC(=O)NC1=CC(=CC=C1)C(F)(F)F)[C@H](C(=O)OC)C1=CC=CC=C1 ((S)-Methyl 2-(1-oxo-6-(4-(3-(3-(trifluoromethyl)phenyl)ureido)phenyl)isoindolin-2-yl)-2-phenylacetate). Product: O=C1N(CC2=CC=C(C=C12)C1=CC=C(C=C1)NC(=O)NC1=CC(=CC=C1)C(F)(F)F)[C@H](C(=O)O)C1=CC=CC=C1 ((S)-2-(1-Oxo-6-(4-(3-(3-(trifluoromethyl)phenyl)ureido)phenyl)isoindolin-2-yl)-2-phenylacetic acid). The yield is 82.0%. Reaction SMILES: CC(C)[C@@H](N1CC2C(=CC(C3C=CC(NC(NC4C=CC=C(C(F)(F)F)C=4)=O)=CC=3)=CC=2)C1=O)C(O)=O.[O:38]=[C:39]1[C:47]2[C:42](=[CH:43][CH:44]=[C:45]([C:48]3[CH:53]=[CH:52][C:51]([NH:54][C:55]([NH:57][C:58]4[CH:63]=[CH:62][CH:61]=[C:60]([C:64]([F:67])([F:66])[F:65])[CH:59]=4)=[O:56])=[CH:50][CH:49]=3)[CH:46]=2)[CH2:41][N:40]1[C@@H:68]([C:73]1[CH:78]=[CH:77][CH:76]=[CH:75][CH:74]=1)[C:69]([O:71]C)=[O:70]>>[O:38]=[C:39]1[C:47]2[C:42](=[CH:43][CH:44]=[C:45]([C:48]3[CH:49]=[CH:50][C:51]([NH:54][C:55]([NH:57][C:58]4[CH:63]=[CH:62][CH:61]=[C:60]([C:64]([F:66])([F:65])[F:67])[CH:59]=4)=[O:56])=[CH:52][CH:53]=3)[CH:46]=2)[CH2:41][N:40]1[C@@H:68]([C:73]1[CH:74]=[CH:75][CH:76]=[CH:77][CH:78]=1)[C:69]([OH:71])=[O:70]. Procedure details: The compound of example 346 was prepared analogous to compound of example 331 by hydrolysis of the compound of example 345. The reactants are ClC1=C(C=CC(=O)O)C=CC(=C1Cl)OC (2,3-Dichloro-4-methoxycinnamic acid). Reagents/catalysts: [Pt] (platinum on charcoal). Solvent: O1CCCC1 (tetrahydrofuran). Conditions: time 47.5 minute. Yields the product ClC1=C(C=CC(=C1Cl)OC)CCC(=O)O (3-(2,3-Dichloro-4-methoxyphenyl)-propanoic acid). RXN SMILES: [Cl:1][C:2]1[C:12]([Cl:13])=[C:11]([O:14][CH3:15])[CH:10]=[CH:9][C:3]=1[CH:4]=[CH:5][C:6]([OH:8])=[O:7]>O1CCCC1.[Pt]>[Cl:1][C:2]1[C:12]([Cl:13])=[C:11]([O:14][CH3:15])[CH:10]=[CH:9][C:3]=1[CH2:4][CH2:5][C:6]([OH:8])=[O:7]. Procedure details: 2,3-Dichloro-4-methoxycinnamic acid (200.8 g., 0.813 mole) is dissolved in tetrahydrofuran (1600 ml.) and 5% platinum on charcoal (16.3 gm.) is added. The mixture is divided into 8 separate units and each is placed in a Parr hydrogenation apparatus in an atmosphere of hydrogen at an initial pressure of 50 p.s.i. Upon shaking, the time required for the reduction of each batch is 35 to 60 minutes. Starting materials: [Al+3], COc1cc(Cl)ccc1C(=O)O, [Cl-], [Cl-], [Cl-], Cl, CN(C)C=O, O=S(Cl)Cl, c1ccccc1. The product is COc1cc(Cl)ccc1C(=O)c1ccccc1. RXN SMILES: [Al+3:26].[CH3:1][O:2][c:3]1[c:4]([C:5](=[O:6])[OH:7])[cH:8][cH:9][c:10]([Cl:12])[cH:11]1.[Cl-:23].[Cl-:24].[Cl-:25].[ClH:27].[O:28]=[CH:29][N:30]([CH3:31])[CH3:32].[S:13]([Cl:14])([Cl:15])=[O:16].[cH:17]1[cH:18][cH:19][cH:20][cH:21][cH:22]1>>[CH3:1][O:2][c:3]1[c:4]([C:5](=[O:7])[c:17]2[cH:18][cH:19][cH:20][cH:21][cH:22]2)[cH:8][cH:9][c:10]([Cl:12])[cH:11]1. Starting materials: BrB(Br)Br, ClCCc1nc2cnc3ccccc3c2n1OCc1ccccc1, ClCCl, [K+], [K+], O=C([O-])[O-]. The product is c1ccc2c(c1)ncc1nc3n(c12)OCC3. RXN SMILES: [B:25]([Br:26])([Br:27])[Br:28].[CH2:1]([c:3]1[cH:4][cH:5][cH:6][cH:7][cH:24]1)[O:8][n:9]1[c:10]([CH2:22][CH2:23][Cl:2])[n:11][c:12]2[cH:13][n:14][c:15]3[cH:16][cH:17][cH:18][cH:19][c:20]3[c:21]12.[Cl:35][CH2:36][Cl:37].[K+:29].[K+:30].[O-:31][C:32]([O-:33])=[O:34]>>[O:8]1[n:9]2[c:10]([n:11][c:12]3[cH:13][n:14][c:15]4[cH:16][cH:17][cH:18][cH:19][c:20]4[c:21]23)[CH2:22][CH2:23]1. The reactants are OC1=C(C=2CCCC(C2C=C1)=O)CSC=1C=C(C(=O)OC)C=CC1 (methyl 3-(2-hydroxy-5-oxo-5,6,7,8-tetrahydro-1-naphthalenyl)methylsulfanylbenzoate), N1(C=NC=C1)C[C@H](O)C1=CC=CC=C1 ((R)-2-imidazol-1-yl-1-phenylethanol), C1=CC=C(C=C1)P(C2=CC=CC=C2)C3=CC=CC=C3 (Ph3P), N(=NC(=O)OCC)C(=O)OCC (diethyl azodicarboxylate). The product is N1(C=NC=C1)C[C@H](C1=CC=CC=C1)OC1=C(C=2CCCC(C2C=C1)=O)CSC=1C=C(C(=O)OC)C=CC1 (Methyl 3-{[(2-{[(1S)-2-(1H-Imidazol-1-yl)-1-phenylethyl]oxy}-5-oxo-5,6,7,8-tetrahydro-1-naphthalenyl)methyl]sulfanyl}benzoate). Yield: 94.0%. RXN SMILES: [OH:1][C:2]1[CH:11]=[CH:10][C:9]2[C:8](=[O:12])[CH2:7][CH2:6][CH2:5][C:4]=2[C:3]=1[CH2:13][S:14][C:15]1[CH:16]=[C:17]([CH:22]=[CH:23][CH:24]=1)[C:18]([O:20][CH3:21])=[O:19].[N:25]1([CH2:30][C@@H:31]([C:33]2[CH:38]=[CH:37][CH:36]=[CH:35][CH:34]=2)O)[CH:29]=[CH:28][N:27]=[CH:26]1.C1C=CC(P(C2C=CC=CC=2)C2C=CC=CC=2)=CC=1.N(C(OCC)=O)=NC(OCC)=O>>[N:25]1([CH2:30][C@@H:31]([O:1][C:2]2[CH:11]=[CH:10][C:9]3[C:8](=[O:12])[CH2:7][CH2:6][CH2:5][C:4]=3[C:3]=2[CH2:13][S:14][C:15]2[CH:16]=[C:17]([CH:22]=[CH:23][CH:24]=2)[C:18]([O:20][CH3:21])=[O:19])[C:33]2[CH:38]=[CH:37][CH:36]=[CH:35][CH:34]=2)[CH:29]=[CH:28][N:27]=[CH:26]1. Reported procedure: Using the method in Example 154, this compound was prepared from methyl 3-(2-hydroxy-5-oxo-5,6,7,8-tetrahydro-1-naphthalenyl)methylsulfanylbenzoate (1.81 g, 5.3 mmol), (R)-2-imidazol-1-yl-1-phenylethanol (1.00 g, 5.3 mmol), Ph3P (2.10 g, 8.0 mmol), and diethyl azodicarboxylate (1.39 g, 8.0 mmol) and purified by a silica-column (eluting with dichloromethane-MeOH 20:1) as a solid-foam, 2.56 g, 94% yield; mp 65° C. NMR spectrum was consistent with structure. Calcd. For C30H28N2O4S.0.5H2O: